This data is from the Open Reaction Database (ORD), a public repository of structured organic reaction records. The task is: describe an organic reaction: reactants, conditions, products, and yield Reactants: CCN=C=NCCCN(C)C, CCN(C(C)C)C(C)C, ClCCl, CC(C)(C)OC(=O)CCC(NC(=O)NC(CCCCN)C(=O)OC(C)(C)C)C(=O)OC(C)(C)C, On1nnc2ccccc21, CC(C)(C)OC(=O)CN(CC(=O)OC(C)(C)C)C(=O)Cn1ccnc1CN(CCCCC(NC(=O)OCC1c2ccccc2-c2ccccc21)C(=O)O)Cc1nccn1CC(=O)N(CC(=O)OC(C)(C)C)CC(=O)OC(C)(C)C. Product: CC(C)(C)OC(=O)CCC(NC(=O)NC(CCCCNC(=O)C(CCCCN(Cc1nccn1CC(=O)N(CC(=O)OC(C)(C)C)CC(=O)OC(C)(C)C)Cc1nccn1CC(=O)N(CC(=O)OC(C)(C)C)CC(=O)OC(C)(C)C)NC(=O)OCC1c2ccccc2-c2ccccc21)C(=O)OC(C)(C)C)C(=O)OC(C)(C)C. Reaction SMILES: [CH3:114][CH2:115][N:116]=[C:117]=[N:118][CH2:119][CH2:120][CH2:121][N:122]([CH3:123])[CH3:124].[CH:135]([N:136]([CH2:137][CH3:138])[CH:139]([CH3:140])[CH3:141])([CH3:142])[CH3:143].[Cl:144][CH2:145][Cl:146].[NH2:1][CH2:2][CH2:3][CH2:4][CH2:5][CH:6]([C:7](=[O:8])[O:9][C:10]([CH3:11])([CH3:12])[CH3:13])[NH:14][C:15]([NH:16][CH:17]([C:18](=[O:19])[O:20][C:21]([CH3:22])([CH3:23])[CH3:24])[CH2:25][CH2:26][C:27](=[O:28])[O:29][C:30]([CH3:31])([CH3:32])[CH3:33])=[O:34].[OH:125][n:126]1[c:127]2[c:128]([cH:129][cH:130][cH:131][cH:132]2)[n:133][n:134]1.[cH:35]1[cH:36][cH:37][cH:38][c:39]2[c:47]1[CH:46]([CH2:48][O:49][C:50](=[O:51])[NH:52][CH:53]([C:54](=[O:55])[OH:56])[CH2:57][CH2:58][CH2:59][CH2:60][N:61]([CH2:62][c:63]1[n:64]([CH2:68][C:69]([N:70]([CH2:71][C:72]([O:73][C:74]([CH3:75])([CH3:76])[CH3:77])=[O:78])[CH2:79][C:80]([O:81][C:82]([CH3:83])([CH3:84])[CH3:85])=[O:86])=[O:87])[cH:65][cH:66][n:67]1)[CH2:88][c:89]1[n:90]([CH2:94][C:95](=[O:96])[N:97]([CH2:98][C:99]([O:100][C:101]([CH3:102])([CH3:103])[CH3:104])=[O:105])[CH2:106][C:107](=[O:108])[O:109][C:110]([CH3:111])([CH3:112])[CH3:113])[cH:91][cH:92][n:93]1)[c:45]1[c:40]-2[cH:41][cH:42][cH:43][cH:44]1>>[NH:1]([CH2:2][CH2:3][CH2:4][CH2:5][CH:6]([C:7](=[O:8])[O:9][C:10]([CH3:11])([CH3:12])[CH3:13])[NH:14][C:15]([NH:16][CH:17]([C:18](=[O:19])[O:20][C:21]([CH3:22])([CH3:23])[CH3:24])[CH2:25][CH2:26][C:27](=[O:28])[O:29][C:30]([CH3:31])([CH3:32])[CH3:33])=[O:34])[C:54]([CH:53]([NH:52][C:50]([O:49][CH2:48][CH:46]1[c:45]2[c:40]([cH:41][cH:42][cH:43][cH:44]2)-[c:39]2[cH:38][cH:37][cH:36][cH:35][c:47]21)=[O:51])[CH2:57][CH2:58][CH2:59][CH2:60][N:61]([CH2:62][c:63]1[n:64]([CH2:68][C:69]([N:70]([CH2:71][C:72]([O:73][C:74]([CH3:75])([CH3:76])[CH3:77])=[O:78])[CH2:79][C:80]([O:81][C:82]([CH3:83])([CH3:84])[CH3:85])=[O:86])=[O:87])[cH:65][cH:66][n:67]1)[CH2:88][c:89]1[n:90]([CH2:94][C:95](=[O:96])[N:97]([CH2:98][C:99]([O:100][C:101]([CH3:102])([CH3:103])[CH3:104])=[O:105])[CH2:106][C:107](=[O:108])[O:109][C:110]([CH3:111])([CH3:112])[CH3:113])[cH:91][cH:92][n:93]1)=[O:55]. Procedure: To a 50-mL three-neck 14/20 round-bottomed flask equipped with a stir bar, a reflex condenser, a thermometer, and N2 inlet was added samples of 11 (6.00 g, 30.1 mmol), paraformaldehyde (5.90 g, 196 mmol), Ca(OH)2 (1.79 g, 24.2 mmol), and THF (22 mL). The cloudy white mixture was heated to 63° C. and stirred at this temperature for 3 d. The reaction mixture was then cooled and filtered through Celite. The filtrate was concentrated to a viscous, pale yellow oil. The residue was pumped on under hig... Product: BrC1=CC=C(C=C1)C(CO)(CO)CO (2-(4-Bromophenyl)-1,3-dihydroxy-2-(hydroxymethyl)propane). Starting materials: N#N (N2), BrC1=CC=C(C=C1)CC=O (4-Bromophenylacetaldehyde), C=O (paraformaldehyde), Ca(OH)2, C1CCOC1 (THF). Reaction SMILES: N#N.[Br:3][C:4]1[CH:9]=[CH:8][C:7]([CH2:10][CH:11]=[O:12])=[CH:6][CH:5]=1.[CH2:13]=[O:14].C1[CH2:19][O:18]CC1>>[Br:3][C:4]1[CH:9]=[CH:8][C:7]([C:10]([CH2:19][OH:18])([CH2:13][OH:14])[CH2:11][OH:12])=[CH:6][CH:5]=1. Reaction conditions: temperature 63 celsius, time 3 day. Reactants: O=C(Br)CBr, Cc1ccccc1, Nc1ccc(Cl)cc1, c1ccncc1. Yields the product O=C(CBr)Nc1ccc(Cl)cc1. RXN SMILES: [Br:15][CH2:16][C:17](=[O:18])[Br:19].[CH3:20][c:21]1[cH:22][cH:23][cH:24][cH:25][cH:26]1.[Cl:1][c:2]1[cH:3][cH:4][c:5]([NH2:8])[cH:6][cH:7]1.[cH:9]1[cH:10][cH:11][n:12][cH:13][cH:14]1>>[Cl:1][c:2]1[cH:3][cH:4][c:5]([NH:8][C:17]([CH2:16][Br:15])=[O:18])[cH:6][cH:7]1. The reactants are C1(CC1)C1(CN(C1)C1=CC(=NC(=N1)S(=O)(=O)C)NC1=CC(=NN1)C)F (6-(3-cyclopropyl-3-fluoroazetidin-1-yl)-N-(3-methyl-1H-pyrazol-5-yl)-2-(methylsulfonyl)pyrimidin-4-amine), FC(CC(=O)NC1=CC=C(C=C1)S)(F)F (3,3,3-trifluoro-N-(4-mercaptophenyl)propanamide). Solvent: CC#N (CH3CN). Reaction conditions: temperature 0 celsius, time 15 minute. The product is CC1=NNC(=C1)NC1=NC(=NC(=C1)N1CC(C1)(F)C1CC1)SC1=CC=C(C=C1)NC(CC(F)(F)F)=O (N-(4-(4-(3-methyl-1H-pyrazol-5-ylamino)-6-(3-cyclopropyl-3-fluoroazetidin-1-yl)pyrimidin-2-ylthio)phenyl)-3,3,3-trifluoropropanamide). The yield is 63.4%. Reaction SMILES: [CH:1]1([C:4]2([F:25])[CH2:7][N:6]([C:8]3[N:13]=[C:12]([S:14]([CH3:17])(=O)=O)[N:11]=[C:10]([NH:18][C:19]4[NH:23][N:22]=[C:21]([CH3:24])[CH:20]=4)[CH:9]=3)[CH2:5]2)[CH2:3][CH2:2]1.[F:26][C:27]([F:40])([F:39])[CH2:28][C:29]([NH:31][C:32]1[CH:37]=[CH:36]C(S)=[CH:34][CH:33]=1)=[O:30]>CC#N>[CH3:24][C:21]1[CH:20]=[C:19]([NH:18][C:10]2[CH:9]=[C:8]([N:6]3[CH2:7][C:4]([CH:1]4[CH2:3][CH2:2]4)([F:25])[CH2:5]3)[N:13]=[C:12]([S:14][C:17]3[CH:34]=[CH:33][C:32]([NH:31][C:29](=[O:30])[CH2:28][C:27]([F:40])([F:26])[F:39])=[CH:37][CH:36]=3)[N:11]=2)[NH:23][N:22]=1. Procedure details: An slurry of 6-(3-cyclopropyl-3-fluoroazetidin-1-yl)-N-(3-methyl-1H-pyrazol-5-yl)-2-(methylsulfonyl)pyrimidin-4-amine (61 g, 170 mmol) and 3,3,3-trifluoro-N-(4-mercaptophenyl)propanamide (41 g, 175 mmol) in CH3CN (1300 mL) was heated to reflux for 1.5 hours. During this time, the slurry transforms from thin and yellowish to thick and brilliant white. The mixture was then cooled to 0° C. and stirred at this temperature for 15 min. Filtered and washed with cold CH3CN (650 mL). The resulting solid ... Starting materials: C(=O)(OCC1=CC=CC=C1)NCCC[C@H](NC(C(C1=CC=CC=C1)C1=CC=CC=C1)=O)C(=O)N[C@H](C)C1=CC=C(C=C1)Br ((R)-N5 -(Cbz)-N2 -(Diphenylacetyl)-(S)-N-[1-(4-bromophenyl)ethyl]-ornithine amide), C(C)#N (acetonitrile), C[Si](C)(C)I (Trimethylsilyl iodide). Solvent: C(Cl)Cl (CH2Cl2). Conditions: temperature 0 celsius, time 2 hour. Product: C1(=CC=CC=C1)C(C(=O)N[C@@H](CCCN)C(=O)N[C@H](C)C1=CC=C(C=C1)Br)C1=CC=CC=C1 ((R)-N2 -(Diphenylacetyl)-(S)-N-[1-(4-bromophenyl)ethyl]ornithine amide). Isolated yield 63.0%. RXN SMILES: C([NH:11][CH2:12][CH2:13][CH2:14][C@@H:15]([C:32]([NH:34][C@@H:35]([C:37]1[CH:42]=[CH:41][C:40]([Br:43])=[CH:39][CH:38]=1)[CH3:36])=[O:33])[NH:16][C:17](=[O:31])[CH:18]([C:25]1[CH:30]=[CH:29][CH:28]=[CH:27][CH:26]=1)[C:19]1[CH:24]=[CH:23][CH:22]=[CH:21][CH:20]=1)(OCC1C=CC=CC=1)=O.C(#N)C.C[Si](I)(C)C>C(Cl)Cl>[C:19]1([CH:18]([C:25]2[CH:30]=[CH:29][CH:28]=[CH:27][CH:26]=2)[C:17]([NH:16][C@H:15]([C:32]([NH:34][C@@H:35]([C:37]2[CH:42]=[CH:41][C:40]([Br:43])=[CH:39][CH:38]=2)[CH3:36])=[O:33])[CH2:14][CH2:13][CH2:12][NH2:11])=[O:31])[CH:24]=[CH:23][CH:22]=[CH:21][CH:20]=1. Procedure details: (R)-N5 -(Cbz)-N2 -(diphenylacetyl)-(S)-N-[1-(4-bromophenyl)ethyl]ornithine amide (0.50 g; 0.78 mmol; from step (c) above) was suspended in CH2Cl2 :acetonitrile (20 mL; 1:3) and was cooled to 0° C. Trimethylsilyl iodide (0.17 g, 0.86 mmol) was added at 0° C. and the reaction stirred for 2 hours at 0° C. (solids dissolving as the reaction proceeded). When the deprotection was complete, as determined by TLC analysis, the reaction was quenched with water and diluted with EtOAc. The organic layer was... Starting materials: CCOP(=O)(Cc1cccc(C#N)c1)OCC, CC(C)=O, [H-], [Na+], C1CCOC1, O. Yields the product CC(C)=Cc1cccc(C#N)c1. RXN SMILES: [CH2:3]([O:4][P:5](=[O:6])([O:7][CH2:8][CH3:9])[CH2:11][c:12]1[cH:13][c:14]([C:18]#[N:19])[cH:15][cH:16][cH:17]1)[CH3:10].[CH3:20][C:21]([CH3:22])=[O:23].[H-:1].[Na+:2].[O:25]1[CH2:26][CH2:27][CH2:28][CH2:29]1.[OH2:24]>>[CH:11]([c:12]1[cH:13][c:14]([C:18]#[N:19])[cH:15][cH:16][cH:17]1)=[C:21]([CH3:20])[CH3:22].